Dataset: the Open Reaction Database (ORD), a public repository of structured organic reaction records. Task: describe an organic reaction: reactants, conditions, products, and yield The reactants are C(C)OC(C1=CC=CC=C1)=C1C(NC2=CC=C(C=C12)[N+](=O)[O-])=O (3-(1-ethoxy-1-phenyl-methylidene)-5-nitro-2-indolinone), C(C)(C)(C)OC(=O)N[C@H](C)C1=CC=C(N)C=C1 ((R)-4-(1-tert.butoxycarbonylamino-ethyl)-aniline). The solvent is CN(C)C=O (DMF). Product: C(C)(C)(C)OC(=O)N[C@H](C)C1=CC=C(C=C1)N\C(\C1=CC=CC=C1)=C\1/C(NC2=CC=C(C=C12)[N+](=O)[O-])=O ((Z,R)-3-{1-[4-(1-tert.butoxycarbonylamino-ethyl)-phenylamino]-1-phenyl-methylidene}-5-nitro-2-indolinone). As a reaction SMILES: C(O[C:4](=[C:11]1[C:19]2[C:14](=[CH:15][CH:16]=[C:17]([N+:20]([O-:22])=[O:21])[CH:18]=2)[NH:13][C:12]1=[O:23])[C:5]1[CH:10]=[CH:9][CH:8]=[CH:7][CH:6]=1)C.[C:24]([O:28][C:29]([NH:31][C@@H:32]([C:34]1[CH:40]=[CH:39][C:37]([NH2:38])=[CH:36][CH:35]=1)[CH3:33])=[O:30])([CH3:27])([CH3:26])[CH3:25]>CN(C=O)C>[C:24]([O:28][C:29]([NH:31][C@@H:32]([C:34]1[CH:40]=[CH:39][C:37]([NH:38]/[C:4](=[C:11]2\[C:12](=[O:23])[NH:13][C:14]3[C:19]\2=[CH:18][C:17]([N+:20]([O-:22])=[O:21])=[CH:16][CH:15]=3)/[C:5]2[CH:10]=[CH:9][CH:8]=[CH:7][CH:6]=2)=[CH:36][CH:35]=1)[CH3:33])=[O:30])([CH3:25])([CH3:26])[CH3:27]. Procedure details: Prepared analogously to Example 89 from 3-(1-ethoxy-1-phenyl-methylidene)-5-nitro-2-indolinone and (R)-4-(1-tert.butoxycarbonylamino-ethyl)-aniline in DMF. Procedure details: A solution of (2-(ethoxycarbonyl)phenyl)zinc(II) bromide (2.2 mL, 1.1 mmol) was added to a mixture of 1-phenylcyclopropanecarbonyl chloride (0.200 g, 1.1 mmol) and Pd(PPh3)4 (0.0644 g, 0.056 mmol) in THF (1.1 mL), stirred for 2 hours, diluted with EtOAc, washed with 1N HCl and brine, dried (Na2SO4), filtered, and chromatographed (20% Et2O/hexanes) to give 216.2 mg of impure ethyl 2-(1-phenylcyclopropanecarbonyl)benzoate. A mixture of impure ethyl 2-(1-phenylcyclopropanecarbonyl)benzoate (0.216 g... The product is C1(=CC=CC=C1)C1(CC1)C(=O)C1=C(C(=O)OCC)C=CC=C1 (ethyl 2-(1-phenylcyclopropanecarbonyl)benzoate). The reactants are [Br-].C(C)OC(=O)C1=C(C=CC=C1)[Zn+] ((2-(ethoxycarbonyl)phenyl)zinc(II) bromide), C1(=CC=CC=C1)C1(CC1)C(=O)Cl (1-phenylcyclopropanecarbonyl chloride). Run at time 2 hour. Isolated yield 66.8%. As a reaction SMILES: [Br-].[CH2:2]([O:4][C:5]([C:7]1[CH:12]=[CH:11][CH:10]=[CH:9][C:8]=1[Zn+])=[O:6])[CH3:3].[C:14]1([C:20]2([C:23](Cl)=[O:24])[CH2:22][CH2:21]2)[CH:19]=[CH:18][CH:17]=[CH:16][CH:15]=1>C1COCC1.CCOC(C)=O.C1C=CC([P]([Pd]([P](C2C=CC=CC=2)(C2C=CC=CC=2)C2C=CC=CC=2)([P](C2C=CC=CC=2)(C2C=CC=CC=2)C2C=CC=CC=2)[P](C2C=CC=CC=2)(C2C=CC=CC=2)C2C=CC=CC=2)(C2C=CC=CC=2)C2C=CC=CC=2)=CC=1>[C:14]1([C:20]2([C:23]([C:8]3[CH:9]=[CH:10][CH:11]=[CH:12][C:7]=3[C:5]([O:4][CH2:2][CH3:3])=[O:6])=[O:24])[CH2:21][CH2:22]2)[CH:19]=[CH:18][CH:17]=[CH:16][CH:15]=1 |f:0.1,^1:40,42,61,80|. Run in CCOC(=O)C (EtOAc), C1CCOC1 (THF). Reagents/catalysts: C=1C=CC(=CC1)[P](C=2C=CC=CC2)(C=3C=CC=CC3)[Pd]([P](C=4C=CC=CC4)(C=5C=CC=CC5)C=6C=CC=CC6)([P](C=7C=CC=CC7)(C=8C=CC=CC8)C=9C=CC=CC9)[P](C=1C=CC=CC1)(C=1C=CC=CC1)C=1C=CC=CC1 (Pd(PPh3)4). The yield is 96.6%. Product: NC=1SC=C(N1)C(C(=O)NC1[C@@H]2N(C(=C(CS2)C=C)C(=O)OC(C2=CC=CC=C2)C2=CC=CC=C2)C1=O)=NOCC(=O)OC (benzhydryl 7-[2-(2-aminothiazol-4-yl)-2-methoxycarbonylmethoxyiminoacetamido]-3-vinyl-3-cephem-4-carboxylate). Reaction SMILES: Cl[CH2:2][C:3](=O)[C:4](=[N:35][O:36][CH2:37][C:38]([O:40][CH3:41])=[O:39])[C:5]([NH:7][CH:8]1[C:33](=[O:34])[N:10]2[C:11]([C:17]([O:19][CH:20]([C:27]3[CH:32]=[CH:31][CH:30]=[CH:29][CH:28]=3)[C:21]3[CH:26]=[CH:25][CH:24]=[CH:23][CH:22]=3)=[O:18])=[C:12]([CH:15]=[CH2:16])[CH2:13][S:14][C@H:9]12)=[O:6].[NH2:43][C:44]([NH2:46])=[S:45].C([O-])(=O)C.[Na+]>O1CCCC1.O>[NH2:46][C:44]1[S:45][CH:2]=[C:3]([C:4](=[N:35][O:36][CH2:37][C:38]([O:40][CH3:41])=[O:39])[C:5]([NH:7][CH:8]2[C:33](=[O:34])[N:10]3[C:11]([C:17]([O:19][CH:20]([C:27]4[CH:32]=[CH:31][CH:30]=[CH:29][CH:28]=4)[C:21]4[CH:22]=[CH:23][CH:24]=[CH:25][CH:26]=4)=[O:18])=[C:12]([CH:15]=[CH2:16])[CH2:13][S:14][C@H:9]23)=[O:6])[N:43]=1 |f:2.3|. Procedure details: To a solution of benzhydryl 7-(4-chloro-2-methoxycarbonylmethoxyimino-3-oxobutyramido)-3-vinyl-3-cephem-4-carboxylate (syn isomer) (2.0 g) in a mixture of tetrahydrofuran (10 ml) and water (10 ml) were added thiourea (0.5 g) and sodium acetate (1.34 g). The mixture was stirred at 40° C. for 4 hours. The resultant solution was extracted with ethyl acetate (100 ml), and the extract was washed with a saturated aqueous sodium chloride twice. After the resultant solution was dried over magnesium sulf... Reactants: NC(=S)N (thiourea), C(C)(=O)[O-].[Na+] (sodium acetate), ClCC(C(C(=O)NC1[C@@H]2N(C(=C(CS2)C=C)C(=O)OC(C2=CC=CC=C2)C2=CC=CC=C2)C1=O)=NOCC(=O)OC)=O (benzhydryl 7-(4-chloro-2-methoxycarbonylmethoxyimino-3-oxobutyramido)-3-vinyl-3-cephem-4-carboxylate). Run at temperature 40 celsius, time 4 hour. Run in O1CCCC1 (tetrahydrofuran), O (water). Reactants: OC(=O)C(F)(F)F.N1CC(C1)NC(CNC1=NN(C2=CC=C(C=C12)C(F)(F)F)C)=O (N-Azetidin-3-yl-2-(1-methyl-5-trifluoromethyl-1H-indazol-3-ylamino)-acetamide TFA salt), OC1(CCC(CC1)=O)C=1OC=CN1 (4-hydroxy-4-oxazol-2-yl-cyclohexanone). The product is OC1(CCC(CC1)N1CC(C1)NC(CNC1=NN(C2=CC=C(C=C12)C(F)(F)F)C)=O)C=1OC=CN1 (N-[1-(4-Hydroxy-4-oxazol-2-yl-cyclohexyl)-azetidin-3-yl]-2-(1-methyl-5-trifluoromethyl-1H-indazol-3-ylamino)-acetamide). RXN SMILES: OC(C(F)(F)F)=O.[NH:8]1[CH2:11][CH:10]([NH:12][C:13](=[O:30])[CH2:14][NH:15][C:16]2[C:24]3[C:19](=[CH:20][CH:21]=[C:22]([C:25]([F:28])([F:27])[F:26])[CH:23]=3)[N:18]([CH3:29])[N:17]=2)[CH2:9]1.[OH:31][C:32]1([C:39]2[O:40][CH:41]=[CH:42][N:43]=2)[CH2:37][CH2:36][C:35](=O)[CH2:34][CH2:33]1>>[OH:31][C:32]1([C:39]2[O:40][CH:41]=[CH:42][N:43]=2)[CH2:33][CH2:34][CH:35]([N:8]2[CH2:9][CH:10]([NH:12][C:13](=[O:30])[CH2:14][NH:15][C:16]3[C:24]4[C:19](=[CH:20][CH:21]=[C:22]([C:25]([F:27])([F:26])[F:28])[CH:23]=4)[N:18]([CH3:29])[N:17]=3)[CH2:11]2)[CH2:36][CH2:37]1 |f:0.1|. Reported procedure: The title compound was prepared as a white solid from reaction of N-azetidin-3-yl-2-(1-methyl-5-trifluoromethyl-1H-indazol-3-ylamino)-acetamide TFA salt (as prepared in Example 18, Step D) and 4-hydroxy-4-oxazol-2-yl-cyclohexanone using the procedure described in Step E of Example 1.